This data is from the Open Reaction Database (ORD), a public repository of structured organic reaction records. The task is: describe an organic reaction: reactants, conditions, products, and yield As a reaction SMILES: [CH3:1][CH2:2][CH2:3][CH2:4][N:5]1[CH:9]=[N+:8]([CH3:10])[CH:7]=[CH:6]1.[Cl-].CO.[F-:14].[K+]>O>[F-:14].[CH2:4]([N+:5]1[CH:6]=[CH:7][N:8]([CH3:10])[CH:9]=1)[CH2:3][CH2:2][CH3:1] |f:0.1,3.4,6.7|. Reported procedure: 10.3 grams of [BMIMCl] prepared as described above were added to a mixture of 28 mL methanol and 0.06 mL water. After complete dissolution of the [BMIMCl], 5.0 grams of dry potassium fluoride (KF) were added, and the reaction mixture was stirred at 22° C. for 20 minutes. The mixture was filtered. 4.4 grams of KF was added to the filtrate, and the mixing continued for additional 20 minutes. After filtration, the methanol was evaporated under vacuum at room temperature, and the mixture was then fi... The yield is 94.0%. Run at temperature 22 celsius, time 20 minute. Product: [F-].C(CCC)[N+]1=CN(C=C1)C (1-butyl-3-methylimidazolium fluoride). The solvent is O (water). Reactants: CCCCN1C=C[N+](=C1)C.[Cl-] (BMIMCl), CO (methanol), CCCCN1C=C[N+](=C1)C.[Cl-] (BMIMCl), [F-].[K+] (potassium fluoride). Reactants: ClCl (chlorine), 1,5- and 1,8-dichloroanthraquinone, other compounds, C1=CC=CC=2C(C3=CC=CC=C3C(C12)=O)=O (anthraquinone), 1,6- and 1,7-dichloroanthraquinone. Yields the product ClC1=CC=CC=2C(C3=CC=CC=C3C(C12)=O)=O (1-chloroanthraquinone). Yield: 99.0%. RXN SMILES: [Cl:1]Cl.[CH:3]1[C:16]2[C:15](=[O:17])[C:14]3[C:9](=[CH:10][CH:11]=[CH:12][CH:13]=3)[C:8](=[O:18])[C:7]=2[CH:6]=[CH:5][CH:4]=1>>[Cl:1][C:10]1[C:9]2[C:8](=[O:18])[C:7]3[C:16](=[CH:3][CH:4]=[CH:5][CH:6]=3)[C:15](=[O:17])[C:14]=2[CH:13]=[CH:12][CH:11]=1. Procedure details: 1,400 g of a 93% pure 1-chloroanthraquinone, produced from anthraquinone-1-sulphonic acid by exchanging the sulpho group by chlorine according to Fischer (Ullmann's Encyklopaedie der technischen Chemie (Ullmann's Encyclopaedia of Industrial Chemistry), 4th Edition, Volume 7, Example 1, page 589 (1973)) and contaminated with 0.5% of anthraquinone, 2.0% of 1,6- and 1,7-dichloroanthraquinone, 2.5% of 1,5- and 1,8-dichloroanthraquinone and 2.0% of other compounds, are employed in the flask of the te... The reactants are CCOC(=O)Nc1nc2ccc(C)cc2nc1OC, COc1cccc(N2CCNCC2)c1. Product: COc1cccc(N2CCN(C(=O)Nc3nc4ccc(C)cc4nc3OC)CC2)c1. As a reaction SMILES: [CH3:1][O:2][c:3]1[c:4]([NH:14][C:15]([O:16][CH2:17][CH3:18])=[O:19])[n:5][c:6]2[cH:7][cH:8][c:9]([CH3:13])[cH:10][c:11]2[n:12]1.[CH3:20][O:21][c:22]1[cH:23][c:24]([N:28]2[CH2:29][CH2:30][NH:31][CH2:32][CH2:33]2)[cH:25][cH:26][cH:27]1>>[CH3:1][O:2][c:3]1[c:4]([NH:14][C:15](=[O:19])[N:31]2[CH2:30][CH2:29][N:28]([c:24]3[cH:23][c:22]([O:21][CH3:20])[cH:27][cH:26][cH:25]3)[CH2:33][CH2:32]2)[n:5][c:6]2[cH:7][cH:8][c:9]([CH3:13])[cH:10][c:11]2[n:12]1. Reactants: [Cl-].[NH4+] (ammonium chloride), CC(C)([O-])C.[K+] (potassium t-butoxide), ClCC1=COC2=C1C=CC=C2OC (3-chloromethyl-7-methoxybenzofuran), C1(=CC=CC=C1)C(S)C1=CC=CC=C1 (diphenylmethanethiol). Run in CN(C)C=O (DMF). The product is C1(=CC=CC=C1)C(SCC1=COC2=C1C=CC=C2OC)C2=CC=CC=C2 (3-(diphenylmethylthiomethyl)-7-methoxybenzofuran). Yield: 84.6%. Reaction SMILES: [C:1]1([CH:7]([C:9]2[CH:14]=[CH:13][CH:12]=[CH:11][CH:10]=2)[SH:8])[CH:6]=[CH:5][CH:4]=[CH:3][CH:2]=1.CC(C)([O-])C.[K+].Cl[CH2:22][C:23]1[C:27]2[CH:28]=[CH:29][CH:30]=[C:31]([O:32][CH3:33])[C:26]=2[O:25][CH:24]=1.[Cl-].[NH4+]>CN(C=O)C>[C:9]1([CH:7]([C:1]2[CH:2]=[CH:3][CH:4]=[CH:5][CH:6]=2)[S:8][CH2:22][C:23]2[C:27]3[CH:28]=[CH:29][CH:30]=[C:31]([O:32][CH3:33])[C:26]=3[O:25][CH:24]=2)[CH:10]=[CH:11][CH:12]=[CH:13][CH:14]=1 |f:1.2,4.5|. Reported procedure: Under argon atmosphere, diphenylmethanethiol (121 mg) was dissolved in DMF (2 ml) and the solution was stirred at room temperature. To this solution, potassium t-butoxide (81 mg) and 3-chloromethyl-7-methoxybenzofuran (118 mg) were added and the solution was stirred at room temperature. After confirming vanishment of the materials, the reaction solution was poured into saturated aqueous ammonium chloride solution (5 ml) and the resulting solution was extracted three times with ethyl acetate (10 ... Starting materials: C1(CC1)N(CC)CC1=C(C=C(C=C1)C#CC1=CC=C(C(=O)OCC)C=C1)C(C)C (ethyl 4-{4-[(cyclopropyl-ethyl-amino)-methyl]-3-isopropyl-phenylethynyl}-benzoate), C1(CC1)N(CC)CC1=C(C=C(C=C1)C#CC1=CC=C(C(=O)OCC)C=C1)C(C)C (ethyl 4-{4-[(cyclopropyl-ethyl-amino)-methyl]-3-isopropyl-phenylethynyl}-benzoate), [OH-].[Na+] (NaOH), aqueous solution. Solvent: C(C)O (ethanol), O1CCCC1 (tetrahydrofuran). Conditions: time 8 hour. Product: C1(CC1)N(CC)CC1=C(C=C(C=C1)C#CC1=CC=C(C(=O)O)C=C1)C(C)C (4-{4-[(Cyclopropyl-ethyl-amino)-methyl]-3-isopropyl-phenylethynyl}-benzoic acid). Isolated yield 73.2%. As a reaction SMILES: [CH:1]1([N:4]([CH2:7][C:8]2[CH:13]=[CH:12][C:11]([C:14]#[C:15][C:16]3[CH:26]=[CH:25][C:19]([C:20]([O:22]CC)=[O:21])=[CH:18][CH:17]=3)=[CH:10][C:9]=2[CH:27]([CH3:29])[CH3:28])[CH2:5][CH3:6])[CH2:3][CH2:2]1.[OH-].[Na+]>C(O)C.O1CCCC1>[CH:1]1([N:4]([CH2:7][C:8]2[CH:13]=[CH:12][C:11]([C:14]#[C:15][C:16]3[CH:26]=[CH:25][C:19]([C:20]([OH:22])=[O:21])=[CH:18][CH:17]=3)=[CH:10][C:9]=2[CH:27]([CH3:28])[CH3:29])[CH2:5][CH3:6])[CH2:2][CH2:3]1 |f:1.2|. Reported procedure: Using General Procedure I; a solution of ethyl 4-{4-[(cyclopropyl-ethyl-amino)-methyl]-3-isopropyl-phenylethynyl}-benzoate (Compound 133, 68.0 mg, 0.17 mmol) in ethanol (3 mL) and tetrahydrofuran (3 mL) was treated with NaOH (600.0 mg,15.0 mmols, 3.0 mL of a 5N aqueous solution) and stirred overnight at room temperature and then at 55° C. for 9 hours. Work-up followed by crystallization of the solid residue from hot CH3CN afforded 45.0 mg (72%) of the title compound as a pale-yellow solid.